Dataset: the Open Reaction Database (ORD), a public repository of structured organic reaction records. Task: describe an organic reaction: reactants, conditions, products, and yield Starting materials: C1CCOC1 (THF), C(CC(O)(C(=O)O)CC(=O)O)(=O)O (citric acid), C(C)(C)(C)OC(CC(C(=O)O)P(=O)(OCC)OCC)=O (3-(diethoxyphosphoryl)succinic acid 1-tert-butyl ester), CC(C)([O-])C.[K+] (potassium tert-butoxide), C1CCOC1 (THF), C1CCOC1 (THF), [OH-].[Na+] (sodium hydroxide). Reagents/catalysts: C(CCC1=CC=CC=C1)=O (hydrocinnamaldehyde). Solvent: O (water), C(C)(=O)OCC (ethyl acetate). Run at temperature -10 celsius, time 15 minute. Yields the product C(C)(C)(C)OC(C/C(/C(=O)O)=C\CCC1=CC=CC=C1)=O ((E)-2-[2-(tert-Butoxy)-2-oxoethyl]-5-phenyl-2-pentenoic acid). Isolated yield 81.0%. RXN SMILES: [C:1]([O:5][C:6](=[O:20])[CH2:7][CH:8](P(OCC)(OCC)=O)[C:9]([OH:11])=[O:10])([CH3:4])([CH3:3])[CH3:2].CC(C)([O-])C.[K+].[C:27](O)(=O)[CH2:28][C:29]([CH2:34][C:35](O)=O)(C(O)=O)O.[OH-].[Na+].[CH2:42]1[CH2:46]O[CH2:44][CH2:43]1>O.C(=O)CCC1C=CC=CC=1.C(OCC)(=O)C>[C:1]([O:5][C:6](=[O:20])[CH2:7]/[C:8](=[CH:44]\[CH2:43][CH2:42][C:46]1[CH:35]=[CH:34][CH:29]=[CH:28][CH:27]=1)/[C:9]([OH:11])=[O:10])([CH3:2])([CH3:3])[CH3:4] |f:1.2,4.5|. Procedure: A solution of 3-(diethoxyphosphoryl)succinic acid 1-tert-butyl ester (100 g, 0.32 mol) in THF (300 ml) was added dropwise over 15 min to a stirred solution of potassium tert-butoxide (110 g, 0.98 mol) in THF (300 ml), between −10 and −5° C., under nitrogen. The mixture was stirred at −10° C. for 15 min and then a solution of hydrocinnamaldehyde (46.89, 0.35 mmol) in THF (100 ml) was added dropwise over 15 min, between −13 and −8° C. The mixture was stirred at −10° C. for 30 min and then a soluti... Starting materials: C1CCOC1, CC(C)(C)[O-], CC(=O)O, CCN1C=CN=C(C2CC2)c2ccccc21, CC(C)c1cc(C(C)C)c(S(=O)(=O)N=[N+]=[N-])c(C(C)C)c1, [K+]. Yields the product CCN1C=C(N=[N+]=[N-])N=C(C2CC2)c2ccccc21. As a reaction SMILES: [CH2:48]1[O:49][CH2:50][CH2:51][CH2:52]1.[CH3:17][C:18]([CH3:19])([O-:20])[CH3:21].[CH3:44][C:45](=[O:46])[OH:47].[CH:1]1([C:4]2=[N:10][CH:9]=[CH:8][N:7]([CH2:11][CH3:12])[c:6]3[c:5]2[cH:16][cH:15][cH:14][cH:13]3)[CH2:2][CH2:3]1.[CH:23]([c:24]1[cH:25][c:26]([CH:27]([CH3:28])[CH3:29])[cH:30][c:31]([CH:32]([CH3:33])[CH3:34])[c:35]1[S:36](=[O:37])(=[O:38])[N:41]=[N+:42]=[N-:43])([CH3:39])[CH3:40].[K+:22]>>[CH:1]1([C:4]2=[N:10][C:9]([N:41]=[N+:42]=[N-:43])=[CH:8][N:7]([CH2:11][CH3:12])[c:6]3[c:5]2[cH:16][cH:15][cH:14][cH:13]3)[CH2:2][CH2:3]1. Reactants: FC(C=1C=C(C=C(C1)C(F)(F)F)B(O)O)(F)F (3,5-Bis(trifluoromethyl)phenylboronic acid), CC(C)NCCCN1C2=C(C(=NC=N2)N)N=C1SC3=C(C=C4C(=C3)OCO4)I (PU-H71), C(=O)(O)[O-].[Na+] (NaHCO3), CN(C)C=O (DMF). The reagents and catalysts are Cl[Pd]([P](C1=CC=CC=C1)(C2=CC=CC=C2)C3=CC=CC=C3)([P](C4=CC=CC=C4)(C5=CC=CC=C5)C6=CC=CC=C6)Cl (Pd(PPh3)2Cl2). The solvent is O (H2O). Run at temperature 90 celsius. Yields the product FC(C=1C=C(C=C(C1)C(F)(F)F)C=1C(=CC2=C(OCO2)C1)SC=1N(C2=NC=NC(=C2N1)N)CCCNC(C)C)(F)F (8-(6-(3,5-bis(trifluoromethyl)phenyl)benzo[d][1,3]dioxol-5-ylthio)-9-(3-(isopropylamino)propyl)-9H-purin-6-amine). As a reaction SMILES: [F:1][C:2]([F:17])([F:16])[C:3]1[CH:4]=[C:5](B(O)O)[CH:6]=[C:7]([C:9]([F:12])([F:11])[F:10])[CH:8]=1.[CH3:18][CH:19]([NH:21][CH2:22][CH2:23][CH2:24][N:25]1[C:34]([S:35][C:36]2[CH:41]=[C:40]3[O:42][CH2:43][O:44][C:39]3=[CH:38][C:37]=2I)=[N:33][C:27]2[C:28]([NH2:32])=[N:29][CH:30]=[N:31][C:26]1=2)[CH3:20].C([O-])(O)=O.[Na+].CN(C=O)C>Cl[Pd](Cl)([P](C1C=CC=CC=1)(C1C=CC=CC=1)C1C=CC=CC=1)[P](C1C=CC=CC=1)(C1C=CC=CC=1)C1C=CC=CC=1.O>[F:1][C:2]([F:17])([F:16])[C:3]1[CH:4]=[C:5]([C:37]2[C:36]([S:35][C:34]3[N:25]([CH2:24][CH2:23][CH2:22][NH:21][CH:19]([CH3:20])[CH3:18])[C:26]4[C:27]([N:33]=3)=[C:28]([NH2:32])[N:29]=[CH:30][N:31]=4)=[CH:41][C:40]3[O:42][CH2:43][O:44][C:39]=3[CH:38]=2)[CH:6]=[C:7]([C:9]([F:12])([F:11])[F:10])[CH:8]=1 |f:2.3,^1:58,77|. Procedure details: 3,5-Bis(trifluoromethyl)phenylboronic acid (22.6 mg, 0.0877 mmol) was added to PU-H71 (30 mg, 0.0585 mmol) and NaHCO3 (14.7 mg, 0.1755 mmol). DMF (0.5 mL) was added and the reaction mixture was evacuated and back filled with nitrogen. This was repeated four times then nitrogen was bubbled through the reaction mixture for 10 minutes. Then H2O (0.1 mL) and Pd(PPh3)2Cl2 (4 mg, 0.00584 mmol) were added and the reaction mixture was heated under nitrogen at 90° C. for 3 h. Solvent was removed under re...